From a dataset of the Open Reaction Database (ORD), a public repository of structured organic reaction records. describe an organic reaction: reactants, conditions, products, and yield Reactants: BrCCCCCCCCCCCCCCCC (1-bromohexadecane), C([O-])([O-])=O.[K+].[K+] (potassium carbonate), OC1=C(C=C2C=CNC2=C1)OC (6-Hydroxy-5-methoxyindole). Solvent: CN(C=O)C (DMF), CN(C=O)C (dimethylformamide). Reaction conditions: temperature 80 celsius. The product is C(CCCCCCCCCCCCCCC)OC1=C(C=C2C=CNC2=C1)OC (6-Hexadecyloxy-5-methoxyindole). Isolated yield 35.0%. As a reaction SMILES: [OH:1][C:2]1[CH:10]=[C:9]2[C:5]([CH:6]=[CH:7][NH:8]2)=[CH:4][C:3]=1[O:11][CH3:12].Br[CH2:14][CH2:15][CH2:16][CH2:17][CH2:18][CH2:19][CH2:20][CH2:21][CH2:22][CH2:23][CH2:24][CH2:25][CH2:26][CH2:27][CH2:28][CH3:29].C(=O)([O-])[O-].[K+].[K+]>CN(C)C=O>[CH2:29]([O:1][C:2]1[CH:10]=[C:9]2[C:5]([CH:6]=[CH:7][NH:8]2)=[CH:4][C:3]=1[O:11][CH3:12])[CH2:28][CH2:27][CH2:26][CH2:25][CH2:24][CH2:23][CH2:22][CH2:21][CH2:20][CH2:19][CH2:18][CH2:17][CH2:16][CH2:15][CH3:14] |f:2.3.4|. Reported procedure: 6-Hydroxy-5-methoxyindole (2 g; 0.0123 mole) dissolved in 10 ml of dimethylformamide (DMF) is introduced dropwise in the course of 20 minutes into a mixture of 1-bromohexadecane (4.5 g; 0.0148 mole) and potassium carbonate (1.87 g; 0.0135 mole) in 45 ml of DMF at 70° C. and under nitrogen. The reaction mixture is stirred under nitrogen at 80° C. for 3 and a half hours. The blackish mixture is poured into ice-cold water with stirring and the brownish solid formed is immediately filtered off and w... Starting materials: C([O-])([O-])=O.[Na+].[Na+] (Sodium carbonate), [N+](=O)([O-])C1=CC=C(C=O)C=C1 (4-Nitrobenzaldehyde), CO (MeOH), Cl.NO (hydroxylamine hydrochloride). Solvent: O (H2O), O (H2O). Conditions: temperature 0 celsius, time 8 hour. Yields the product [N+](=O)([O-])C1=CC=C(C=NO)C=C1 (4-Nitrobenzaldehyde oxime). The yield is 90.2%. As a reaction SMILES: [N+:1]([C:4]1[CH:11]=[CH:10][C:7]([CH:8]=O)=[CH:6][CH:5]=1)([O-:3])=[O:2].CO.Cl.[NH2:15][OH:16].C(=O)([O-])[O-].[Na+].[Na+]>O>[N+:1]([C:4]1[CH:11]=[CH:10][C:7]([CH:8]=[N:15][OH:16])=[CH:6][CH:5]=1)([O-:3])=[O:2] |f:2.3,4.5.6|. Reported procedure: 4-Nitrobenzaldehyde (40 g, 264.49 mmol) was added to MeOH (100 ml) followed by hydroxylamine hydrochloride (22.9 g, 330.9 mmol) in H2O (100 ml). The solution was then cooled to 0° C. Sodium carbonate (16.9 g, 159.5 mmol) in H2O (100 ml) was added and the reaction was allowed to stir overnight. The MeOH was removed under vacuum and then H2O (400 ml) was added. The precipitate was filtered and dried under vacuum to yield the product (39.65 g, 238.68 mmol).